From a dataset of the Open Reaction Database (ORD), a public repository of structured organic reaction records. describe an organic reaction: reactants, conditions, products, and yield Starting materials: ClCCCC(=O)C=1C=CC=2NC3=CC=C(C=C3C2C1)C(CCCCl)=O (3,6-bis(4-chlorobutyryl)carbazole), N1CCCCC1 (piperidine), [I-].[K+] (potassium iodide). The solvent is O1CCCC1 (tetrahydrofuran). The product is N1(CCCCC1)CCCC(=O)C=1C=CC=2NC3=CC=C(C=C3C2C1)C(CCCN1CCCCC1)=O (3,6-BIS(4-PIPERIDINOBUTYRYL)CARBAZOLE). Reaction SMILES: Cl[CH2:2][CH2:3][CH2:4][C:5]([C:7]1[CH:8]=[CH:9][C:10]2[NH:11][C:12]3[C:17]([C:18]=2[CH:19]=1)=[CH:16][C:15]([C:20](=[O:25])[CH2:21][CH2:22][CH2:23]Cl)=[CH:14][CH:13]=3)=[O:6].[NH:26]1[CH2:31][CH2:30][CH2:29][CH2:28][CH2:27]1.[I-].[K+]>O1CCCC1>[N:26]1([CH2:2][CH2:3][CH2:4][C:5]([C:7]2[CH:8]=[CH:9][C:10]3[NH:11][C:12]4[C:17]([C:18]=3[CH:19]=2)=[CH:16][C:15]([C:20](=[O:25])[CH2:21][CH2:22][CH2:23][N:26]2[CH2:31][CH2:30][CH2:29][CH2:28][CH2:27]2)=[CH:14][CH:13]=4)=[O:6])[CH2:31][CH2:30][CH2:29][CH2:28][CH2:27]1 |f:2.3|. Procedure details: A solution of 15.0 g (0.04 mole) of 3,6-bis(4-chlorobutyryl)carbazole, 85.0 g (1.0 mole) of piperidine and 2.0 g of potassium iodide in 15 ml of tetrahydrofuran was heated at 110°C in a reaction bomb for 24 hours with stirring. Upon cooling the reaction mixture was filtered and diluted with 700 ml of ice water. The resulting solid was washed with water, dried over magnesium sulfate and recrystallized from chloroformpetroleum ether (75°-90°C) and then from acetone to give the desired product. M.P... The reactants are [OH-].[Na+] (NaOH), O[C@H](CN1C(=NC(=C1)C(=O)OCC)C)C ((S)-Ethyl 1-(2-hydroxypropyl)-2-methyl-1H-imidazole-4-carboxylate), Cl (HCl). Run in C1CCOC1 (THF), CO (methanol). Reaction conditions: time 8 hour. Product: O[C@H](CN1C(=NC(=C1)C(=O)O)C)C ((S)-1-(2-Hydroxypropyl)-2-methyl-1H-imidazole-4-carboxylic acid). Yield: 92.8%. Reaction SMILES: [OH:1][C@@H:2]([CH3:15])[CH2:3][N:4]1[CH:8]=[C:7]([C:9]([O:11]CC)=[O:10])[N:6]=[C:5]1[CH3:14].[OH-].[Na+].Cl>CO.C1COCC1>[OH:1][C@@H:2]([CH3:15])[CH2:3][N:4]1[CH:8]=[C:7]([C:9]([OH:11])=[O:10])[N:6]=[C:5]1[CH3:14] |f:1.2|. Reported procedure: (S)-Ethyl 1-(2-hydroxypropyl)-2-methyl-1H-imidazole-4-carboxylate (0.655 mmol, 139 mg) was dissolved in methanol (0.5 ml) and THF (4 ml). NaOH 2 M (1.965 mmol, 0.982 ml) was added and the resulting mixture was stirred overnight at RT. The mixture was acidified (pH-5) with 1 M HCl and evaporated. Ethanol was added and the salts were removed by filtration. The filtrate was evaporated. 112 mg of the title compound was obtained. 1H-NMR (400 MHz, DMSO-d6): δ 1.06 (d, 3H), 2.30 (s, 3H), 3.70-3.91 (m, ... Starting materials: ClC1=NC=C(C=C1)[N+](=O)[O-] (2-chloro-5-nitro pyridine), [O-][Si](=O)[O-].[Mg+2] (Florisil), C([O-])([O-])=O.[K+].[K+] (potassium carbonate), bright yellow crystals, C([O-])([O-])=O.[K+].[K+] (potassium carbonate), C1(=CC=CC2=CC=CC=C12)O (1-naphthol), [O-][Si](=O)[O-].[Mg+2] (florisil). Run in CN(C)C=O (DMF), C(C)(=O)OCC (ethyl acetate), CCCCCC (hexane). Reaction conditions: temperature 125 celsius. Yields the product C1(=CC=CC2=CC=CC=C12)OC1=NC=C(C=C1)[N+](=O)[O-] (2-(1-Naphthoxy)-5-Nitropyridine). Reaction SMILES: Cl[C:2]1[CH:7]=[CH:6][C:5]([N+:8]([O-:10])=[O:9])=[CH:4][N:3]=1.C(=O)([O-])[O-].[K+].[K+].[C:17]1([OH:27])[C:26]2[C:21](=[CH:22][CH:23]=[CH:24][CH:25]=2)[CH:20]=[CH:19][CH:18]=1.[O-][Si]([O-])=O.[Mg+2]>CN(C=O)C.CCCCCC.C(OCC)(=O)C>[C:17]1([O:27][C:2]2[CH:7]=[CH:6][C:5]([N+:8]([O-:10])=[O:9])=[CH:4][N:3]=2)[C:26]2[C:21](=[CH:22][CH:23]=[CH:24][CH:25]=2)[CH:20]=[CH:19][CH:18]=1 |f:1.2.3,5.6|. Reported procedure: To a solution of 17.0 g. (0.107 mol.) of 2-chloro-5-nitro pyridine in 250 ml of DMF was added 15.4 g. (0.112 mol.) of potassium carbonate and 15.5 g. (0.107 mol.) of 1-naphthol. The resulting mixture was heated up to 125° C. for 3 hours. Additional potassium carbonate (1.5 g., 0.011 mol.) was added. This mixture was continued heating for 7 hours, cooled, and concentrated to give a black gummy product. It was then dissolved in 200 ml. of ethyl acetate. Florisil (60-100 mesh, 40 g.) was added to t... Starting materials: [H-].[Na+] (NaH), BrC=1C=C(C=2C=NNC2C1)C(=O)OC (methyl 6-bromo-1H-indazole-4-carboxylate), IC1CCCC1 (Iodocyclopentane). The solvent is CN(C)C=O (DMF). Run at temperature 0 celsius, time 1 hour. Product: BrC=1C=C(C=2C=NN(C2C1)C1CCCC1)C(=O)OC (methyl 6-bromo-1-cyclopentyl-1H-indazole-4-carboxylate). Reaction SMILES: [Br:1][C:2]1[CH:3]=[C:4]([C:11]([O:13][CH3:14])=[O:12])[C:5]2[CH:6]=[N:7][NH:8][C:9]=2[CH:10]=1.[H-].[Na+].I[CH:18]1[CH2:22][CH2:21][CH2:20][CH2:19]1>CN(C=O)C>[Br:1][C:2]1[CH:3]=[C:4]([C:11]([O:13][CH3:14])=[O:12])[C:5]2[CH:6]=[N:7][N:8]([CH:18]3[CH2:22][CH2:21][CH2:20][CH2:19]3)[C:9]=2[CH:10]=1 |f:1.2|. Reported procedure: Ice-cooled methyl 6-bromo-1H-indazole-4-carboxylate (2 g, 7.84 mmol) in 30 mL of DMF was treated with NaH (60%, 345 mg, 8.63 mmol) and the mixture was stirred for 1 hr at 0° C. Iodocyclopentane (2.31 g, 11.8 mmol) was then added and the mixture was stirred at 100° C. overnight. After cooling to RT, the reaction mixture was partitioned between water and ethyl acetate. The organic phase was washed with water and brine, dried over MgSO4, filtered and evaporated. Hexanes was added to the brown oil a... Starting materials: BrC=1C=NC=CC1N1CCC(CC1)C(=O)N (1-(3-bromopyridin-4-yl)piperidine-4-carboxamide), FC1=C(C=C(C=C1)B(O)O)C (4-fluoro-3-methylphenylboronic acid), C([O-])([O-])=O.[Na+].[Na+] (sodium carbonate). The reagents and catalysts are C=1C=CC(=CC1)[P](C=2C=CC=CC2)(C=3C=CC=CC3)[Pd]([P](C=4C=CC=CC4)(C=5C=CC=CC5)C=6C=CC=CC6)([P](C=7C=CC=CC7)(C=8C=CC=CC8)C=9C=CC=CC9)[P](C=1C=CC=CC1)(C=1C=CC=CC1)C=1C=CC=CC1 (tetrakis(triphenylphosphine)palladium(0)). The solvent is C(C)#N (acetonitrile). Product: FC1=C(C=C(C=C1)C=1C=NC=CC1N1CCC(CC1)C(=O)N)C (1-(3-(4-fluoro-3-methylphenyl)pyridin-4-yl)piperidine-4-carboxamide). Isolated yield 56.0%. As a reaction SMILES: Br[C:2]1[CH:3]=[N:4][CH:5]=[CH:6][C:7]=1[N:8]1[CH2:13][CH2:12][CH:11]([C:14]([NH2:16])=[O:15])[CH2:10][CH2:9]1.[F:17][C:18]1[CH:23]=[CH:22][C:21](B(O)O)=[CH:20][C:19]=1[CH3:27].C(=O)([O-])[O-].[Na+].[Na+]>C1C=CC([P]([Pd]([P](C2C=CC=CC=2)(C2C=CC=CC=2)C2C=CC=CC=2)([P](C2C=CC=CC=2)(C2C=CC=CC=2)C2C=CC=CC=2)[P](C2C=CC=CC=2)(C2C=CC=CC=2)C2C=CC=CC=2)(C2C=CC=CC=2)C2C=CC=CC=2)=CC=1.C(#N)C>[F:17][C:18]1[CH:23]=[CH:22][C:21]([C:2]2[CH:3]=[N:4][CH:5]=[CH:6][C:7]=2[N:8]2[CH2:13][CH2:12][CH:11]([C:14]([NH2:16])=[O:15])[CH2:10][CH2:9]2)=[CH:20][C:19]=1[CH3:27] |f:2.3.4,^1:37,39,58,77|. Procedure details: General procedure D was followed using 1-(3-bromopyridin-4-yl)piperidine-4-carboxamide E36 (25 mg, 0.088 mmol), 4-fluoro-3-methylphenylboronic acid (16 mg, 0.11 mmol), tetrakis(triphenylphosphine)palladium(0) (5 mg, 5 mol %), 0.5 M sodium carbonate (0.25 mL, 0.12 mmol) and acetonitrile (1 mL) for 50 min. The crude product was purified by preparative tlc (CH2Cl2, MeOH, 10:1) to furnish the title compound as a white solid (15 mg, 56%), LC-MS (ESI 3.5 min) Rt 1.46 min, m/z 314 (100%, [M+H]+); m/z (... The reactants are C(CCCCCCCCCCC)N1C(CCCCC1)=O (1-dodecylazacycloheptan-2-one), P(Cl)(Cl)(Cl)(Cl)Cl (PCl5), BrBr (bromine). Solvent: C(Cl)(Cl)Cl (CHCl3), C(Cl)(Cl)Cl (CHCl3). Conditions: time 2 hour. Yields the product BrC1C(N(CCCC1)CCCCCCCCCCCC)=O (3-Bromo-1-dodecylazacycloheptan-2-one). As a reaction SMILES: [CH2:1]([N:13]1[CH2:19][CH2:18][CH2:17][CH2:16][CH2:15][C:14]1=[O:20])[CH2:2][CH2:3][CH2:4][CH2:5][CH2:6][CH2:7][CH2:8][CH2:9][CH2:10][CH2:11][CH3:12].P(Cl)(Cl)(Cl)(Cl)Cl.[Br:27]Br>C(Cl)(Cl)Cl>[Br:27][CH:15]1[CH2:16][CH2:17][CH2:18][CH2:19][N:13]([CH2:1][CH2:2][CH2:3][CH2:4][CH2:5][CH2:6][CH2:7][CH2:8][CH2:9][CH2:10][CH2:11][CH3:12])[C:14]1=[O:20]. Reported procedure: To a cold solution of 107 g (0.38 mol) of 1-dodecylazacycloheptan-2-one, in CHCl3 was added 159.7 g (0.77 mol) of PCl5, keeping the temperature between 1°-4° C. After 2 hours, a solution of 123.3 g (0.77 mol) of bromine in CHCl3 was added, and the mixture was stirred for 18 hours at room temperature. After removing the solvent and excess bromine by vacuum distillation, the residue was dissolved in CH2Cl2, washed with sat. Na2S2O5, dried over MgSO4, and concentrated in vacuo to give a crude oil. ...